From a dataset of the Open Reaction Database (ORD), a public repository of structured organic reaction records. describe an organic reaction: reactants, conditions, products, and yield The reactants are solid, C(C)(C)(C)C1=CC=C(C=NO)C=C1 (4-tert-butyl-benzaldehyde oxime), BrCC1=CC=C(C=C1)CC(=O)O (4-bromomethyl-phenyl-acetic acid). Product: C(C)(C)(C)C1=CC=C(C=NOCC2=CC=C(C=C2)CC(=O)O)C=C1 ([4-(4-tert-Butyl-benzylideneaminooxymethyl]-phenyl}-acetic Acid). As a reaction SMILES: [C:1]([C:5]1[CH:13]=[CH:12][C:8]([CH:9]=[N:10][OH:11])=[CH:7][CH:6]=1)([CH3:4])([CH3:3])[CH3:2].Br[CH2:15][C:16]1[CH:21]=[CH:20][C:19]([CH2:22][C:23]([OH:25])=[O:24])=[CH:18][CH:17]=1>>[C:1]([C:5]1[CH:6]=[CH:7][C:8]([CH:9]=[N:10][O:11][CH2:15][C:16]2[CH:17]=[CH:18][C:19]([CH2:22][C:23]([OH:25])=[O:24])=[CH:20][CH:21]=2)=[CH:12][CH:13]=1)([CH3:4])([CH3:2])[CH3:3]. Procedure: The title compound was prepared as a white solid (0.193 g, 41%) from 4-tert-butyl-benzaldehyde oxime and 4-bromomethyl-phenyl-acetic acid using a procedure similar to example 2. mp=93.3-96.2° C.; mass spectrum (−APCI, M−H) m/z 324. 1H NMR (400 MHz, DMSO-d6); δ 12.30 (bs, 1H), 8.23 (s, 1H), 7.52 (d, 2H), 7.42 (d, 2H), 7.33 (d, 2H), 7.24 (d, 2H), 5.10 (s, 2H), 3.55 (s, 2H), 1.25 (s, 9h). Elemental analysis: Calcd. for C20H23NO3: C, 73.82; H, 7.12; N, 4.30, Found: C, 73.15; H, 7.14; N, 4.01. The reactants are COC(=O)c1cc2cc(O)ccc2s1, CO, [Na], O=S(=O)(OCCCl)c1ccccc1. As a reaction SMILES: [CH3:1][O:2][C:3](=[O:4])[c:5]1[cH:6][c:7]2[c:8]([s:9]1)[cH:10][cH:11][c:12]([OH:14])[cH:13]2.[CH3:29][OH:30].[Na:28].[c:15]1([S:16]([O:17][CH2:25][CH2:26][Cl:27])(=[O:18])=[O:19])[cH:20][cH:21][cH:22][cH:23][cH:24]1>>[CH3:1][O:2][C:3](=[O:4])[c:5]1[cH:6][c:7]2[c:8]([s:9]1)[cH:10][cH:11][c:12]([O:14][CH2:25][CH2:26][Cl:27])[cH:13]2. The product is COC(=O)c1cc2cc(OCCCl)ccc2s1. Starting materials: CCC(C)OB(OC(C)CC)OC(C)CC, CCCCN, CC1=CC(=O)CO1, CCOC(C)=O, CC(=O)O, COc1cc(C=O)cc(OC)c1O, [Ca+2], [Cl-], [Cl-], ClCCl, O. Product: COc1cc(C=C2OC(C)=CC2=O)cc(OC)c1O. As a reaction SMILES: [B:24]([O:25][CH:26]([CH2:27][CH3:28])[CH3:29])([O:30][CH:31]([CH2:32][CH3:33])[CH3:34])[O:35][CH:36]([CH2:37][CH3:38])[CH3:39].[CH2:40]([NH2:41])[CH2:42][CH2:43][CH3:44].[CH3:1][C:2]1=[CH:3][C:4](=[O:7])[CH2:5][O:6]1.[CH3:48][CH2:49][O:50][C:51](=[O:52])[CH3:53].[CH3:55][C:56](=[O:57])[OH:58].[CH:11]([c:12]1[cH:13][c:14]([O:15][CH3:16])[c:17]([OH:18])[c:19]([O:20][CH3:21])[cH:22]1)=[O:23].[Ca+2:10].[Cl-:8].[Cl-:9].[Cl:45][CH2:46][Cl:47].[OH2:54]>>[CH3:1][C:2]1=[CH:3][C:4](=[O:7])[C:5](=[CH:11][c:12]2[cH:13][c:14]([O:15][CH3:16])[c:17]([OH:18])[c:19]([O:20][CH3:21])[cH:22]2)[O:6]1. Reactants: C1CCOC1, OC1CCOCC1, O=C1CCc2cc(O)ccc21. The product is O=C1CCc2cc(OC3CCOCC3)ccc21. RXN SMILES: [CH2:19]1[O:20][CH2:21][CH2:22][CH2:23]1.[O:12]1[CH2:13][CH2:14][CH:15]([OH:18])[CH2:16][CH2:17]1.[OH:1][c:2]1[cH:3][c:4]2[c:8]([cH:9][cH:10]1)[C:7](=[O:11])[CH2:6][CH2:5]2>>[O:1]([c:2]1[cH:3][c:4]2[c:8]([cH:9][cH:10]1)[C:7](=[O:11])[CH2:6][CH2:5]2)[CH:15]1[CH2:14][CH2:13][O:12][CH2:17][CH2:16]1.